From a dataset of the Open Reaction Database (ORD), a public repository of structured organic reaction records. describe an organic reaction: reactants, conditions, products, and yield The reactants are NC1=CC(CC(C1)(C)C)=O (3-Amino-5,5-dimethyl-2-cyclohexen-1-one), C(C1=CC=CC=C1)OC=1C=C(C=O)C=CC1 (3-benzyloxybenzaldehyde). Yields the product C(C1=CC=CC=C1)OC=1C=C(C=CC1)C1C=2C(CC(CC2NC=2CC(CC(C12)=O)(C)C)(C)C)=O (9-(3-benzyloxyphenyl)-3,4,6,7,9,10-hexahydro-3,3,6,6-tetramethyl-1,8(2H,5H)-acridinedione). Reaction SMILES: [NH2:1][C:2]1[CH2:7][C:6]([CH3:9])([CH3:8])[CH2:5][C:4](=[O:10])[CH:3]=1.[CH2:11]([O:18][C:19]1[CH:20]=[C:21]([CH:24]=[CH:25][CH:26]=1)[CH:22]=O)[C:12]1[CH:17]=[CH:16][CH:15]=[CH:14][CH:13]=1>>[CH2:11]([O:18][C:19]1[CH:20]=[C:21]([CH:22]2[C:3]3[C:4](=[O:10])[CH2:5][C:6]([CH3:9])([CH3:8])[CH2:7][C:2]=3[NH:1][C:2]3[CH2:7][C:6]([CH3:9])([CH3:8])[CH2:5][C:4](=[O:10])[C:3]2=3)[CH:24]=[CH:25][CH:26]=1)[C:12]1[CH:17]=[CH:16][CH:15]=[CH:14][CH:13]=1. Procedure: 3-Amino-5,5-dimethyl-2-cyclohexen-1-one was reacted with 3-benzyloxybenzaldehyde in an analogous manner to that described in Example 1 to give 9-(3-benzyloxyphenyl)-3,4,6,7,9,10-hexahydro-3,3,6,6-tetramethyl-1,8(2H,5H)-acridinedione. Crystallization from ethanol gave a cream coloured crystalline solid of melting point >300° C. (decomposition).